The task is: describe an organic reaction: reactants, conditions, products, and yield. This data is from the Open Reaction Database (ORD), a public repository of structured organic reaction records. Starting materials: COc1ccc(CCO)cc1OC, CCO, Cl, CC(=O)C1CCNCC1. The product is COc1cc2c(cc1OC)C(C)(C1CCNCC1)OCC2. Reaction SMILES: [CH3:1][O:2][c:3]1[cH:4][c:5]([CH2:11][CH2:12][OH:13])[cH:6][cH:7][c:8]1[O:9][CH3:10].[CH3:24][CH2:25][OH:26].[ClH:23].[NH:14]1[CH2:15][CH2:16][CH:17]([C:20]([CH3:21])=[O:22])[CH2:18][CH2:19]1>>[CH3:1][O:2][c:3]1[cH:4][c:5]2[c:6]([cH:7][c:8]1[O:9][CH3:10])[C:20]([CH:17]1[CH2:16][CH2:15][NH:14][CH2:19][CH2:18]1)([CH3:21])[O:13][CH2:12][CH2:11]2. Reactants: COC(CCCCCC[C@H]1C(CC[C@@H]1C=CC1(CCCCC)OCCO1)=O)=O (9-oxo-15,15-ethylenedioxy-13-prostenoic acid methyl ester), COC(OC)OC (trimethoxy-methane). Yields the product COC(CCCCCC[C@H]1C(CC[C@@H]1C=CC1(CCCCC)OCCO1)(OC)OC)=O (9,9-dimethoxy-15,15-ethylenedioxy-13-prostenoic acid methyl ester). Reagents/catalysts: H2SO3. Procedure: A mixture of 1.5 g of 9-oxo-15,15-ethylenedioxy-13-prostenoic acid methyl ester, 20 ml of trimethoxy-methane and 3 drops of concentrated H2SO3 is boiled for 6 hours. 15 ml of the solvent is distilled within 2 hours. The residue is diluted with 30 ml of diethyl ether, washed with aqueous saturated NaHCO3 solution and H2O and dried over MgSO4. The solvent is distilled. After chromatographic purification of the residue (silica gel/diisopropyl ether), 9,9-dimethoxy-15,15-ethylenedioxy-13-prostenoic ... RXN SMILES: [CH3:1][O:2][C:3](=[O:28])[CH2:4][CH2:5][CH2:6][CH2:7][CH2:8][CH2:9][C@@H:10]1[C@@H:14]([CH:15]=[CH:16][C:17]2([O:26][CH2:25][CH2:24][O:23]2)[CH2:18][CH2:19][CH2:20][CH2:21][CH3:22])[CH2:13][CH2:12]C1=O.CO[CH:31]([O:34][CH3:35])[O:32][CH3:33]>>[CH3:1][O:2][C:3](=[O:28])[CH2:4][CH2:5][CH2:6][CH2:7][CH2:8][CH2:9][C@@H:10]1[C@@H:14]([CH:15]=[CH:16][C:17]2([O:26][CH2:25][CH2:24][O:23]2)[CH2:18][CH2:19][CH2:20][CH2:21][CH3:22])[CH2:13][CH2:12][C:31]1([O:32][CH3:33])[O:34][CH3:35]. Reaction conditions: time 6 hour. Reactants: CI, FC(F)(F)c1ccc2sc(=Nc3ccccc3)sc2c1, c1ccccc1. The product is C[N+](c1ccccc1)=c1sc2ccc(C(F)(F)F)cc2s1, [I-]. As a reaction SMILES: [CH3:21][I:22].[F:1][C:2]([c:3]1[cH:4][c:5]2[c:6]([s:7][c:8](=[N:10][c:11]3[cH:12][cH:13][cH:14][cH:15][cH:16]3)[s:9]2)[cH:17][cH:18]1)([F:19])[F:20].[cH:23]1[cH:24][cH:25][cH:26][cH:27][cH:28]1>>[F:1][C:2]([c:3]1[cH:4][c:5]2[c:6]([s:7][c:8](=[N+:10]([c:11]3[cH:12][cH:13][cH:14][cH:15][cH:16]3)[CH3:21])[s:9]2)[cH:17][cH:18]1)([F:19])[F:20].[I-:22]. Reactants: CNC(=O)C1=C(SC=C1)C (N-methyl-2-methylthiophene-3-carboxamide), [Li]CCCC.C1CCOC1 (n-BuLi THF), C(C1=CC=C(C=C1)OC)#N (anisonitrile). Run in C1CCOC1 (THF). Conditions: temperature -70 celsius, time 2 hour. Yields the product COC1=CC=C(C=C1)C1=CC2=C(C(N1)=O)C=CS2 (6-(4-Methoxyphenyl)-5H-thieno[3,2-c]pyridin-4-one). The yield is 30.0%. RXN SMILES: [CH3:1][NH:2][C:3]([C:5]1[CH:9]=[CH:8][S:7][C:6]=1[CH3:10])=[O:4].[Li]CCCC.C1COCC1.C(#N)[C:22]1[CH:27]=[CH:26][C:25]([O:28][CH3:29])=[CH:24][CH:23]=1>C1COCC1>[CH3:29][O:28][C:25]1[CH:26]=[CH:27][C:22]([C:1]2[NH:2][C:3](=[O:4])[C:5]3[CH:9]=[CH:8][S:7][C:6]=3[CH:10]=2)=[CH:23][CH:24]=1 |f:1.2|. Procedure: To a solution of N-methyl-2-methylthiophene-3-carboxamide (36.0 g) in THF (500 ml) was added dropwise 2.5M n-BuLi/THF solution (200 ml) at −70° C. The reaction solution was stirred at −70° C. for 2 hr, followed by the addition of anisonitrile (31.0 g) at once. After the dry ice/acetone bath was removed, the reaction mixture was back to room temperature. Three hours later, an aqueous solution of saturated ammonium chloride and ether were added thereto, and then the mixture was further stirred for... The product is Cn1c(Nc2c(Cl)ccc(CNC(=O)C(C)(C)C)c2Cl)nc2cc(C(=O)O)c(N3CCC(C(F)(F)F)CC3)nc21. Reaction SMILES: [CH2:1]([CH3:2])[O:3][C:4](=[O:5])[c:6]1[cH:7][c:8]2[c:9]([n:10][c:11]1[N:12]1[CH2:13][CH2:14][CH:15]([C:18]([F:19])([F:20])[F:21])[CH2:16][CH2:17]1)[n:22]([CH3:42])[c:23]([NH:25][c:26]1[c:27]([Cl:41])[c:28]([CH2:33][NH:34][C:35]([C:36]([CH3:37])([CH3:38])[CH3:39])=[O:40])[cH:29][cH:30][c:31]1[Cl:32])[n:24]2.[CH3:43][CH2:44][OH:45].[K+:51].[OH2:52].[S:46](=[O:47])(=[O:48])([OH:49])[O-:50]>>[O:3]=[C:4]([OH:5])[c:6]1[cH:7][c:8]2[c:9]([n:10][c:11]1[N:12]1[CH2:13][CH2:14][CH:15]([C:18]([F:19])([F:20])[F:21])[CH2:16][CH2:17]1)[n:22]([CH3:42])[c:23]([NH:25][c:26]1[c:27]([Cl:41])[c:28]([CH2:33][NH:34][C:35]([C:36]([CH3:37])([CH3:38])[CH3:39])=[O:40])[cH:29][cH:30][c:31]1[Cl:32])[n:24]2. The reactants are CCOC(=O)c1cc2nc(Nc3c(Cl)ccc(CNC(=O)C(C)(C)C)c3Cl)n(C)c2nc1N1CCC(C(F)(F)F)CC1, CCO, [K+], O, O=S(=O)([O-])O. Reactants: ClCC1COC2=C(O1)C=CC=C2 (2-chloromethyl-2,3-dihydro-1,4-benzodioxin), [N+](=O)([O-])C=1C=C(C=CC1)N1CCNCC1 (3-nitrophenylpiperazine), C(O)([O-])=O.[K+] (potassium hydrogen carbonate). Run in CCCCC(C)=O (methyl-4-pentanone). The product is O1C(COC2=C1C=CC=C2)CN2CCN(CC2)C=2C=C(N)C=CC2 (3-[4-(2,3-Dihydro-1,4-benzodioxin-2-ylmethyl)-1-piperazinyl]aniline). RXN SMILES: Cl[CH2:2][CH:3]1[O:8][C:7]2[CH:9]=[CH:10][CH:11]=[CH:12][C:6]=2[O:5][CH2:4]1.[N+:13]([C:16]1[CH:17]=[C:18]([N:22]2[CH2:27][CH2:26][NH:25][CH2:24][CH2:23]2)[CH:19]=[CH:20][CH:21]=1)([O-])=O.C(=O)([O-])O.[K+]>CCCCC(=O)C>[O:8]1[C:7]2[CH:9]=[CH:10][CH:11]=[CH:12][C:6]=2[O:5][CH2:4][CH:3]1[CH2:2][N:25]1[CH2:24][CH2:23][N:22]([C:18]2[CH:17]=[C:16]([CH:21]=[CH:20][CH:19]=2)[NH2:13])[CH2:27][CH2:26]1 |f:2.3|. Procedure details: A solution of 54.2 mmol (10 g) of 2-chloromethyl-2,3-dihydro-1,4-benzodioxin, 54.2 mmol (9.2 g) of 3-nitrophenylpiperazine and 6 g of potassium hydrogen carbonate in 100 ml of methyl-4-pentanone is heated at reflux for 72 hours. After cooling, the reaction mixture is concentrated. The residue is taken up in 200 ml of water and extracted with 200 ml of dichloromethane. The organic phase is dried over magnesium sulphate, concentrated and purified by chromatography on silica gel, using as eluant a ... The reactants are O=C(O)c1ccc(C(=O)c2ccc(Br)cc2)cc1, CCNCC, CN(C)C=O, ClCCl, O=S(Cl)Cl. The product is CCN(CC)C(=O)c1ccc(C(=O)c2ccc(Br)cc2)cc1. RXN SMILES: [Br:1][c:2]1[cH:3][cH:4][c:5]([C:6](=[O:7])[c:8]2[cH:9][cH:10][c:11]([C:12](=[O:13])[OH:14])[cH:15][cH:16]2)[cH:17][cH:18]1.[CH2:24]([CH3:25])[NH:26][CH2:27][CH3:28].[CH3:19][N:20]([CH3:21])[CH:22]=[O:23].[Cl:33][CH2:34][Cl:35].[S:29]([Cl:30])([Cl:31])=[O:32]>>[Br:1][c:2]1[cH:3][cH:4][c:5]([C:6](=[O:7])[c:8]2[cH:9][cH:10][c:11]([C:12](=[O:14])[N:26]([CH2:24][CH3:25])[CH2:27][CH3:28])[cH:15][cH:16]2)[cH:17][cH:18]1. Reactants: [N+](=O)([O-])C1CCCCC1CC(=O)C1=CC=CC=C1 (3-nitro-4-cyclohexylacetophenone), C1(=CC=CC=C1)C1CCNCC1 (4-phenylpiperidine), C=O (paraformaldehyde), Cl (hydrochloric acid), COCCOC (1,2-dimethoxyethane). Run at time 6 hour. Product: [N+](=O)([O-])C=1C=C(C=CC1C1CCCCC1)CC(CN1CCC(CC1)C1=CC=CC=C1)=O (1-(3-Nitro-4-cyclohexylphenyl)-3-(4-phenylpiperidino)propanone). As a reaction SMILES: [N+:1]([CH:4]1[CH:9]([CH2:10][C:11]([C:13]2[CH:18]=[CH:17][CH:16]=CC=2)=O)[CH2:8][CH2:7][CH2:6][CH2:5]1)([O-:3])=[O:2].[C:19]1([CH:25]2[CH2:30][CH2:29][NH:28][CH2:27][CH2:26]2)[CH:24]=[CH:23][CH:22]=[CH:21][CH:20]=1.[CH2:31]=O.Cl.CO[CH2:36][CH2:37][O:38]C>>[N+:1]([C:4]1[CH:5]=[C:6]([CH2:36][C:37](=[O:38])[CH2:31][N:28]2[CH2:27][CH2:26][CH:25]([C:19]3[CH:24]=[CH:23][CH:22]=[CH:21][CH:20]=3)[CH2:30][CH2:29]2)[CH:7]=[CH:8][C:9]=1[CH:10]1[CH2:11][CH2:13][CH2:18][CH2:17][CH2:16]1)([O-:3])=[O:2]. Procedure details: 12.3 g of 3-nitro-4-cyclohexylacetophenone, 9.85 g of 4-phenylpiperidine, 7.5 g of paraformaldehyde and 1.5 ml of concentrated hydrochloric acid are dissolved in 100 ml of 1,2-dimethoxyethane and the reaction mixture is then heated at reflux with stirring for 6 hours. The reaction mixture is then left overnight at room temperature, after which a precipitate is separated out by filtration and washed successively with ethyl acetate and then with diethyl ether in order to give 17 g of the expected ...